Dataset: the Open Reaction Database (ORD), a public repository of structured organic reaction records. Task: describe an organic reaction: reactants, conditions, products, and yield Starting materials: [BH4-], COc1ccc(C(=O)CN2CCC(N3Cc4ccccc4OC3=O)CC2)cc1OC, CO, [Na+]. Yields the product COc1ccc(C(O)CN2CCC(N3Cc4ccccc4OC3=O)CC2)cc1OC. As a reaction SMILES: [BH4-:31].[CH3:1][O:2][c:3]1[cH:4][c:5]([C:6](=[O:7])[CH2:8][N:9]2[CH2:10][CH2:11][CH:12]([N:15]3[C:16](=[O:25])[O:17][c:18]4[c:19]([cH:21][cH:22][cH:23][cH:24]4)[CH2:20]3)[CH2:13][CH2:14]2)[cH:26][cH:27][c:28]1[O:29][CH3:30].[CH3:33][OH:34].[Na+:32]>>[CH3:1][O:2][c:3]1[cH:4][c:5]([CH:6]([OH:7])[CH2:8][N:9]2[CH2:10][CH2:11][CH:12]([N:15]3[C:16](=[O:25])[O:17][c:18]4[c:19]([cH:21][cH:22][cH:23][cH:24]4)[CH2:20]3)[CH2:13][CH2:14]2)[cH:26][cH:27][c:28]1[O:29][CH3:30]. The reactants are C(C)(=O)N1CCC2=CC(=CC=C12)N (1-acetyl-5-aminoindoline), C(C)(=O)N1CCC=2C=C3C(=CC12)C(C(N3)=O)=O (5-acetyl-1,5,6,7-tetrahydro-pyrrolo[2,3-f]indole-2,3-dione), C1=CC(=CC=C1NN)S(=O)(=O)N.Cl (4-sulfonamidophenylhydrazine hydrochloride). Solvent: O (H2O). Product: C(C)(=O)N1CCC=2C=C3C(=CC12)C(C(N3)=O)=O (5-Acetyl-1,5,6,7-tetrahydro-pyrrolo[2,3-f]indole-2,3-dione), C(C)(=O)N1CCC=2C=C3C(=CC12)C(C(N3)=O)=NNC3=CC=C(C=C3)S(=O)(=O)N (4-[N′-(5-Acetyl-2-oxo-2,5,6,7-tetrahydro-1H-pyrrolo[2,3-f]indol-3-ylidene)-hydrazino]-benzenesulfonamide). The yield is 90.0%. As a reaction SMILES: C(N1C2C(=CC(N)=CC=2)CC1)(=O)C.[C:14]([N:17]1[C:25]2[CH:24]=[C:23]3[C:26](=[O:30])[C:27](=[O:29])[NH:28][C:22]3=[CH:21][C:20]=2[CH2:19][CH2:18]1)(=[O:16])[CH3:15].[CH:31]1[C:36]([NH:37][NH2:38])=[CH:35][CH:34]=[C:33]([S:39]([NH2:42])(=[O:41])=[O:40])[CH:32]=1.Cl>O>[C:14]([N:17]1[C:25]2[CH:24]=[C:23]3[C:26](=[O:30])[C:27](=[O:29])[NH:28][C:22]3=[CH:21][C:20]=2[CH2:19][CH2:18]1)(=[O:16])[CH3:15].[C:14]([N:17]1[C:25]2[CH:24]=[C:23]3[C:26](=[N:38][NH:37][C:36]4[CH:35]=[CH:34][C:33]([S:39]([NH2:42])(=[O:40])=[O:41])=[CH:32][CH:31]=4)[C:27](=[O:29])[NH:28][C:22]3=[CH:21][C:20]=2[CH2:19][CH2:18]1)(=[O:16])[CH3:15] |f:2.3|. Reported procedure: 5-Acetyl-1,5,6,7-tetrahydro-pyrrolo[2,3-f]indole-2,3-dione was prepared from 1-acetyl-5-aminoindoline according to Procedure A in 90% yield: mp>250° C.; 1H NMR (DMSO-d6): δ2.11 (s,3H), 3.16 (t, J=8.4 Hz, 2H), 4.06 (t, J=8.4 Hz, 2H), 6.78 (s, 1H), 8.02 (s, 1H), 10.87 (s, 1H); APCI−MS: m/z 229 (M−H)−. Anal. Calcd for C12H10N2O3.0.3 H2O: C, 61.17; H, 4.53; N, 11.89. Found: C, 60.91; H, 4.62; N, 12.10. The title compound was prepared from 5-acetyl-1,5,6,7-tetrahydro-pyrrolo[2,3-f]indole-2,3-dione an... The reactants are Clc1ncnc2c(Br)csc12, CCO, NN, O. Product: NNc1ncnc2c(Br)csc12, Cl. Reaction SMILES: [Br:1][c:2]1[cH:3][s:4][c:5]2[c:6]1[n:7][cH:8][n:9][c:10]2[Cl:11].[CH3:15][CH2:16][OH:17].[NH2:13][NH2:14].[OH2:12]>>[Br:1][c:2]1[cH:3][s:4][c:5]2[c:6]1[n:7][cH:8][n:9][c:10]2[NH:13][NH2:14].[ClH:11]. Starting materials: C(C=C)OC1(CCN(CC1)C1=C(C(=NC=2N1N=C(C2)C=2C=C(C=CC2)C2=C(C=CC(=C2)F)O)C)[C@@H](C(=O)OC)OC(C)(C)C)C ((S)-methyl 2-(7-(4-(allyloxy)-4-methylpiperidin-1-yl)-2-(5′-fluoro-2′-hydroxy-[1,1′-biphenyl]-3-yl)-5-methylpyrazolo[1,5-a]pyrimidin-6-yl)-2-(tert-butoxy)acetate), C[C@H](CC=C)O ((R)-pent-4-en-2-ol), C1=CC=C(C=C1)P(C2=CC=CC=C2)C3=CC=CC=C3 (PPh3), CCOC(=O)/N=N/C(=O)OCC (DEAD). Run in C1CCOC1 (THF), CCOCC (ether). Reaction conditions: time 2 hour. Product: C(C=C)OC1(CCN(CC1)C1=C(C(=NC=2N1N=C(C2)C=2C=C(C=CC2)C2=C(C=CC(=C2)F)O[C@@H](C)CC=C)C)[C@@H](C(=O)OC)OC(C)(C)C)C ((S)-Methyl 2-(7-(4-(allyloxy)-4-methylpiperidin-1-yl)-2-(5′-fluoro-2′-((S)-pent-4-en-2-yloxy)-[1,1′-biphenyl]-3-yl)-5-methylpyrazolo[1,5-a]pyrimidin-6-yl)-2-(tert-butoxy)acetate). The yield is 80.1%. Reaction SMILES: [CH2:1]([O:4][C:5]1([CH3:45])[CH2:10][CH2:9][N:8]([C:11]2[N:16]3[N:17]=[C:18]([C:20]4[CH:21]=[C:22]([C:26]5[CH:31]=[C:30]([F:32])[CH:29]=[CH:28][C:27]=5[OH:33])[CH:23]=[CH:24][CH:25]=4)[CH:19]=[C:15]3[N:14]=[C:13]([CH3:34])[C:12]=2[C@H:35]([O:40][C:41]([CH3:44])([CH3:43])[CH3:42])[C:36]([O:38][CH3:39])=[O:37])[CH2:7][CH2:6]1)[CH:2]=[CH2:3].[CH3:46][C@@H:47](O)[CH2:48][CH:49]=[CH2:50].C1C=CC(P(C2C=CC=CC=2)C2C=CC=CC=2)=CC=1.CCOC(/N=N/C(OCC)=O)=O>C1COCC1.CCOCC>[CH2:1]([O:4][C:5]1([CH3:45])[CH2:6][CH2:7][N:8]([C:11]2[N:16]3[N:17]=[C:18]([C:20]4[CH:21]=[C:22]([C:26]5[CH:31]=[C:30]([F:32])[CH:29]=[CH:28][C:27]=5[O:33][C@H:49]([CH2:48][CH:47]=[CH2:46])[CH3:50])[CH:23]=[CH:24][CH:25]=4)[CH:19]=[C:15]3[N:14]=[C:13]([CH3:34])[C:12]=2[C@H:35]([O:40][C:41]([CH3:44])([CH3:43])[CH3:42])[C:36]([O:38][CH3:39])=[O:37])[CH2:9][CH2:10]1)[CH:2]=[CH2:3]. Procedure: To a solution of (S)-methyl 2-(7-(4-(allyloxy)-4-methylpiperidin-1-yl)-2-(5′-fluoro-2′-hydroxy-[1,1′-biphenyl]-3-yl)-5-methylpyrazolo[1,5-a]pyrimidin-6-yl)-2-(tert-butoxy)acetate (0.19 g, 0.31 mmol, 1 equiv), (R)-pent-4-en-2-ol (0.095 mL, 0.92 mmol, 3 equiv), and PPh3 (0.16 g, 0.62 mmol, 2 equiv) in THF (1.54 mL) was added DEAD (0.098 mL, 0.62 mmol, 2 equiv). After stirring 2 h, dilute with ether and wash with water. The ether layer was dried (MgSO4) and concentrated in vacuo. The crude product ... Reactants: CC(=O)OC1C(OCc2ccccc2)C(COC(C)(C)C)(COS(=O)(=O)c2ccc(C)cc2)OC1(n1cnc2c(NC(=O)c3ccccc3)ncnc21)[SiH](c1ccccc1)c1ccccc1, O=C([O-])[O-], CO, Cl, [K+], [K+]. The product is Cc1ccc(S(=O)(=O)OCC2(COC(C)(C)C)OC(n3cnc4c(NC(=O)c5ccccc5)ncnc43)([SiH](c3ccccc3)c3ccccc3)C(O)C2OCc2ccccc2)cc1. RXN SMILES: [C:1](=[O:2])([CH3:3])[O:4][CH:5]1[C:6]([n:36]2[cH:37][n:38][c:39]3[c:40]([NH:41][C:42]([c:43]4[cH:44][cH:45][cH:46][cH:47][cH:48]4)=[O:49])[n:50][cH:51][n:52][c:53]23)([SiH:54]([c:55]2[cH:56][cH:57][cH:58][cH:59][cH:60]2)[c:61]2[cH:62][cH:63][cH:64][cH:65][cH:66]2)[O:7][C:8]([CH2:18][O:19][C:20]([CH3:21])([CH3:22])[CH3:23])([CH2:24][O:25][S:26](=[O:27])(=[O:28])[c:29]2[cH:30][cH:31][c:32]([CH3:35])[cH:33][cH:34]2)[CH:9]1[O:10][CH2:11][c:12]1[cH:13][cH:14][cH:15][cH:16][cH:17]1.[C:67](=[O:68])([O-:69])[O-:70].[CH3:74][OH:75].[ClH:73].[K+:71].[K+:72]>>[OH:4][CH:5]1[C:6]([n:36]2[cH:37][n:38][c:39]3[c:40]([NH:41][C:42]([c:43]4[cH:44][cH:45][cH:46][cH:47][cH:48]4)=[O:49])[n:50][cH:51][n:52][c:53]23)([SiH:54]([c:55]2[cH:56][cH:57][cH:58][cH:59][cH:60]2)[c:61]2[cH:62][cH:63][cH:64][cH:65][cH:66]2)[O:7][C:8]([CH2:18][O:19][C:20]([CH3:21])([CH3:22])[CH3:23])([CH2:24][O:25][S:26](=[O:27])(=[O:28])[c:29]2[cH:30][cH:31][c:32]([CH3:35])[cH:33][cH:34]2)[CH:9]1[O:10][CH2:11][c:12]1[cH:13][cH:14][cH:15][cH:16][cH:17]1. Reactants: COC(=O)N=NC(=O)OC, C1CCOC1, O=C(OCc1ccc([N+](=O)[O-])cc1)C1CC(O)CN1C(=O)OCc1ccc([N+](=O)[O-])cc1, CC(=O)C(=NO)C(=O)OC(C)(C)C, c1ccc(P(c2ccccc2)c2ccccc2)cc1. Product: CC(=O)C(=NOC1CC(C(=O)OCc2ccc([N+](=O)[O-])cc2)N(C(=O)OCc2ccc([N+](=O)[O-])cc2)C1)C(=O)OC(C)(C)C. Reaction SMILES: [N:52]([C:53]([O:54][CH3:55])=[O:56])=[N:57][C:58]([O:59][CH3:60])=[O:61].[O:75]1[CH2:76][CH2:77][CH2:78][CH2:79]1.[OH:1][CH:2]1[CH2:3][CH:4]([C:20](=[O:21])[O:22][CH2:23][c:24]2[cH:25][cH:26][c:27]([N+:30](=[O:31])[O-:32])[cH:28][cH:29]2)[N:5]([C:7](=[O:8])[O:9][CH2:10][c:11]2[cH:12][cH:13][c:14]([N+:17](=[O:18])[O-:19])[cH:15][cH:16]2)[CH2:6]1.[OH:62][N:63]=[C:64]([C:65](=[O:66])[O:67][C:68]([CH3:69])([CH3:70])[CH3:71])[C:72]([CH3:73])=[O:74].[c:33]1([P:34]([c:35]2[cH:36][cH:37][cH:38][cH:39][cH:40]2)[c:41]2[cH:42][cH:43][cH:44][cH:45][cH:46]2)[cH:47][cH:48][cH:49][cH:50][cH:51]1>>[O:1]([CH:2]1[CH2:3][CH:4]([C:20](=[O:21])[O:22][CH2:23][c:24]2[cH:25][cH:26][c:27]([N+:30](=[O:31])[O-:32])[cH:28][cH:29]2)[N:5]([C:7](=[O:8])[O:9][CH2:10][c:11]2[cH:12][cH:13][c:14]([N+:17](=[O:18])[O-:19])[cH:15][cH:16]2)[CH2:6]1)[N:63]=[C:64]([C:65](=[O:66])[O:67][C:68]([CH3:69])([CH3:70])[CH3:71])[C:72]([CH3:73])=[O:74].